From a dataset of the Open Reaction Database (ORD), a public repository of structured organic reaction records. describe an organic reaction: reactants, conditions, products, and yield As a reaction SMILES: [F:19][CH:20]([CH2:21][O:22][c:23]1[cH:24][cH:25][c:26]([C:29](=[O:30])[OH:31])[n:27][cH:28]1)[F:32].[NH2:1][c:2]1[cH:3][cH:4][c:5]([F:18])[c:6]([C:8]2([CH3:17])[N:9]=[C:10]([NH2:16])[O:11][CH2:12][C:13]2([F:14])[F:15])[cH:7]1>>[NH:1]([c:2]1[cH:3][cH:4][c:5]([F:18])[c:6]([C:8]2([CH3:17])[N:9]=[C:10]([NH2:16])[O:11][CH2:12][C:13]2([F:14])[F:15])[cH:7]1)[C:29]([c:26]1[cH:25][cH:24][c:23]([O:22][CH2:21][CH:20]([F:19])[F:32])[cH:28][n:27]1)=[O:30]. The product is CC1(c2cc(NC(=O)c3ccc(OCC(F)F)cn3)ccc2F)N=C(N)OCC1(F)F. Starting materials: O=C(O)c1ccc(OCC(F)F)cn1, CC1(c2cc(N)ccc2F)N=C(N)OCC1(F)F.